From a dataset of the Open Reaction Database (ORD), a public repository of structured organic reaction records. describe an organic reaction: reactants, conditions, products, and yield The reactants are ClC1=CC=C(CN2C(NC3=CC(=CC=C3C2=O)C(=O)O)=O)C=C1 (3-(4-chloro-benzyl)-2,4-dioxoquinazoline-7-carboxylic acid), C(C)C1N(CCCC1)CCCN (3-(2-ethyl-piperidine-1-yl)-propylamine). The product is C(C)C1N(CCCC1)CCCNC(=O)C1=CC=C2C(N(C(NC2=C1)=O)CC1=CC=C(C=C1)Cl)=O (3-(4-Chloro-benzyl)-2,4-dioxo-1,2,3,4-tetrahydro-quinazoline-7-carboxylic acid [3-(2-ethyl-piperidine-1-yl)-propyl]-amide). As a reaction SMILES: [Cl:1][C:2]1[CH:23]=[CH:22][C:5]([CH2:6][N:7]2[C:16](=[O:17])[C:15]3[C:10](=[CH:11][C:12]([C:18](O)=[O:19])=[CH:13][CH:14]=3)[NH:9][C:8]2=[O:21])=[CH:4][CH:3]=1.[CH2:24]([CH:26]1[CH2:31][CH2:30][CH2:29][CH2:28][N:27]1[CH2:32][CH2:33][CH2:34][NH2:35])[CH3:25]>>[CH2:24]([CH:26]1[CH2:31][CH2:30][CH2:29][CH2:28][N:27]1[CH2:32][CH2:33][CH2:34][NH:35][C:18]([C:12]1[CH:11]=[C:10]2[C:15]([C:16](=[O:17])[N:7]([CH2:6][C:5]3[CH:4]=[CH:3][C:2]([Cl:1])=[CH:23][CH:22]=3)[C:8](=[O:21])[NH:9]2)=[CH:14][CH:13]=1)=[O:19])[CH3:25]. Procedure: 55 mg (42%) of the target compound was obtained in the same manner of Example 1, using 3-(4-chloro-benzyl)-2,4-dioxoquinazoline-7-carboxylic acid (90 mg, 0.272 mmol) obtained in Example 1 and 3-(2-ethyl-piperidine-1-yl)-propylamine (101 mL, 0.598 mmol). The reactants are CN1[C@H](C(=O)O)CCC1 (N-methyl (L)-proline), S(=O)(Cl)Cl (thionyl chloride), CO (methanol). Yields the product COC([C@H]1N(CCC1)C)=O (N-Methyl (L)-Proline Methyl Ester). As a reaction SMILES: [CH3:1][N:2]1[CH2:9][CH2:8][CH2:7][C@H:3]1[C:4]([OH:6])=[O:5].S(Cl)(Cl)=O.[CH3:14]O>>[CH3:14][O:5][C:4](=[O:6])[C@@H:3]1[CH2:7][CH2:8][CH2:9][N:2]1[CH3:1]. Procedure details: To a solution of N-methyl (L)-proline, from step 3a, in methanol at 0° C. is added thionyl chloride (1.1 eq) dropwise, and the reaction mixture is slowly allowed to warm to room temperature. Upon completion of the reaction the solvent is removed in vacuo, and the crude product is dissolved in 10% aq. HCl and washed with ether. The aqueous layer is adjusted to pH--12 with K2CO3 (solid) and extracted with CH2Cl2. The combined CH2Cl2 layers are dried (MgSO4) and concentrated to afford the crude pro... The reactants are CC(C)=O, Cc1ccc(S(=O)(=O)OCCc2nc(-c3ccccc3Cl)oc2C(C)C)cc1, [I-], [Na+], O. Product: CC(C)c1oc(-c2ccccc2Cl)nc1CCI. As a reaction SMILES: [CH3:32][C:33](=[O:34])[CH3:35].[Cl:1][c:2]1[c:3](-[c:8]2[o:9][c:10]([CH:26]([CH3:27])[CH3:28])[c:11]([CH2:13][CH2:14][O:15][S:16]([c:17]3[cH:18][cH:19][c:20]([CH3:21])[cH:22][cH:23]3)(=[O:24])=[O:25])[n:12]2)[cH:4][cH:5][cH:6][cH:7]1.[I-:30].[Na+:29].[OH2:31]>>[Cl:1][c:2]1[c:3](-[c:8]2[o:9][c:10]([CH:26]([CH3:27])[CH3:28])[c:11]([CH2:13][CH2:14][I:30])[n:12]2)[cH:4][cH:5][cH:6][cH:7]1. The reactants are OCCC1OC(C2=CC=CC=C12)=O (3-(2-hydroxyethyl)-3H-isobenzofuran-1-one), CC(C)(C)[Si](C)(C)Cl (TBDMSCl), N1C=NC=C1 (imidazole). Run in C1CCOC1 (THF). Run at time 8 hour. The product is [Si](C)(C)(C(C)(C)C)OCCC1OC(C2=CC=CC=C12)=O (3-(2-((tert-butyldimethylsilyl)oxy)ethyl)isobenzofuran-1(3H)-one), oil. The yield is 87.0%. RXN SMILES: [OH:1][CH2:2][CH2:3][CH:4]1[C:12]2[C:7](=[CH:8][CH:9]=[CH:10][CH:11]=2)[C:6](=[O:13])[O:5]1.[CH3:14][C:15]([Si:18](Cl)([CH3:20])[CH3:19])([CH3:17])[CH3:16].N1C=CN=C1>C1COCC1>[Si:18]([O:1][CH2:2][CH2:3][CH:4]1[C:12]2[C:7](=[CH:8][CH:9]=[CH:10][CH:11]=2)[C:6](=[O:13])[O:5]1)([C:15]([CH3:17])([CH3:16])[CH3:14])([CH3:20])[CH3:19]. Procedure details: 3-(2-hydroxyethyl)-3H-isobenzofuran-1-one (1.03 g, 5.781 mmol) dissolved in THF (10 mL) under N2 and TBDMSCl (958.4 mg, 6.359 mmol) then imidazole (472.3 mg, 6.937 mmol) added at RT. Reaction mixture stirred overnight then concentrated. Residue partitioned between EtOAc and water. Aqueous phase extracted with EtOAc and combined organics dried and concentrated. Residue purified by chromatography (silica, 0-100% EtOAc-petrol gradient elution). Title compound obtained as a colourless oil (1.47 g, 8... Reactants: C(C1=CC=CC=C1)OC=1C=2N(C(=CC1)C=1N=C(C3=C(N1)C=C(S3)CN3CCC(CC3)N(C)C)N3CCOCC3)C=CN2 ({1-[2-(8-benzyloxyimidazo[1,2-a]pyridin-5-yl)-4-morpholin-4-yl-thieno[3,2-d]pyrimidin-6-ylmethyl]piperidin-4-yl}dimethylamine). Solvent: C(=O)(C(F)(F)F)O (TFA). Run at temperature 140 celsius. Yields the product CN(C1CCN(CC1)CC1=CC=2N=C(N=C(C2S1)N1CCOCC1)C1=CC=C(C=2N1C=CN2)O)C (5-(6-((4-(dimethylamino)piperidin-1-yl)methyl)-4-morpholinothieno[3,2-d]pyrimidin-2-yl)imidazo[1,2-a]pyridin-8-ol). The yield is 10.0%. As a reaction SMILES: C([O:8][C:9]1[C:10]2[N:11]([CH:40]=[CH:41][N:42]=2)[C:12]([C:15]2[N:16]=[C:17]([N:34]3[CH2:39][CH2:38][O:37][CH2:36][CH2:35]3)[C:18]3[S:23][C:22]([CH2:24][N:25]4[CH2:30][CH2:29][CH:28]([N:31]([CH3:33])[CH3:32])[CH2:27][CH2:26]4)=[CH:21][C:19]=3[N:20]=2)=[CH:13][CH:14]=1)C1C=CC=CC=1>C(O)(C(F)(F)F)=O>[CH3:32][N:31]([CH3:33])[CH:28]1[CH2:29][CH2:30][N:25]([CH2:24][C:22]2[S:23][C:18]3[C:17]([N:34]4[CH2:39][CH2:38][O:37][CH2:36][CH2:35]4)=[N:16][C:15]([C:12]4[N:11]5[CH:40]=[CH:41][N:42]=[C:10]5[C:9]([OH:8])=[CH:14][CH:13]=4)=[N:20][C:19]=3[CH:21]=2)[CH2:26][CH2:27]1. Procedure details: A mixture of {1-[2-(8-benzyloxyimidazo[1,2-a]pyridin-5-yl)-4-morpholin-4-yl-thieno[3,2-d]pyrimidin-6-ylmethyl]piperidin-4-yl}dimethylamine (381 mg, 0.65 mmol) in TFA was heated at 140° C., for 10 min, in a microwave reactor. The reaction mixture was loaded onto an Isolute® SCX-2 cartridge (10 g). The cartridge was washed with MeOH then the desired product was eluted with 2 M NH3 in MeOH. The appropriate fractions were combined and evaporated. The resulting residue was purified by reverse phase H... Reactants: C(#C)C1=C(C=C(C=C1)C1=CC=NC=C1)F (4-(4-ethynyl-3-fluorophenyl)pyridine), N(=[N+]=[N-])C1C(N(C2=C(CC1)C(=CC=C2)F)CC(F)(F)F)=O (3-azido-6-fluoro-1-(2,2,2-trifluoroethyl)-1,3,4,5-tetrahydro-2H-1-benzazepin-2-one). Product: FC1=CC=CC2=C1CCC(C(N2CC(F)(F)F)=O)N2N=NC(=C2)C2=C(C=C(C=C2)C2=CC=NC=C2)F (6-fluoro-3-{4-[2-fluoro-4-(pyridin-4-yl)-phenyl]-1H-1,2,3-triazol-1-yl}-1-(2,2,2-trifluoroethyl)-1,3,4,5-tetrahydro-2H-1-benzazepin-2-one). Isolated yield 43.6%. Reaction SMILES: [C:1]([C:3]1[CH:8]=[CH:7][C:6]([C:9]2[CH:14]=[CH:13][N:12]=[CH:11][CH:10]=2)=[CH:5][C:4]=1[F:15])#[CH:2].[N:16]([CH:19]1[CH2:25][CH2:24][C:23]2[C:26]([F:30])=[CH:27][CH:28]=[CH:29][C:22]=2[N:21]([CH2:31][C:32]([F:35])([F:34])[F:33])[C:20]1=[O:36])=[N+:17]=[N-:18]>>[F:30][C:26]1[C:23]2[CH2:24][CH2:25][CH:19]([N:16]3[CH:2]=[C:1]([C:3]4[CH:8]=[CH:7][C:6]([C:9]5[CH:10]=[CH:11][N:12]=[CH:13][CH:14]=5)=[CH:5][C:4]=4[F:15])[N:18]=[N:17]3)[C:20](=[O:36])[N:21]([CH2:31][C:32]([F:33])([F:34])[F:35])[C:22]=2[CH:29]=[CH:28][CH:27]=1. Reported procedure: Following GP 3, the title compound (32 mg) was prepared using 4-(4-ethynyl-3-fluorophenyl)pyridine (29 mg) and 3-azido-6-fluoro-1-(2,2,2-trifluoroethyl)-1,3,4,5-tetrahydro-2H-1-benzazepin-2-one (58 mg).